From a dataset of the Open Reaction Database (ORD), a public repository of structured organic reaction records. describe an organic reaction: reactants, conditions, products, and yield Starting materials: C(#N)C1=CC=C(C=C1)C=1C=CC(=NC1)C(=O)O (5-(4-cyanophenyl)-2-pyridinecarboxylic acid), [C@@H]12N(C[C@@H](NC1)C2)C(=O)[C@H](C(C)(C)C)NC(=O)C=2NC1=CC=CC=C1C2 (N-{(1S)-1-[(1S,4S)-2,5-diazabicyclo[2.2.1]hept-2-ylcarbonyl]-2,2-dimethylpropyl}-1H-indole-2-carboxamide), C(CCl)Cl (EDC), C=1C=CC2=C(C1)N=NN2O (HOBt), CCN(C(C)C)C(C)C (DIEA). The solvent is C(Cl)Cl (CH2Cl2), C(Cl)Cl (CH2Cl2), O (water), C(=O)([O-])[O-].[Na+].[Na+] (Na2CO3). Reaction conditions: time 8 hour. Yields the product C(#N)C1=CC=C(C=C1)C=1C=CC(=NC1)C(=O)N1[C@@H]2CN([C@H](C1)C2)C(=O)[C@H](C(C)(C)C)NC(=O)C=2NC1=CC=CC=C1C2 (N-{(1S)-1-[((1S,4S)-5-{[5-(4-cyanophenyl)-2-pyridinyl]carbonyl}-2,5-diazabicyclo[2.2.1]hept-2-yl)carbonyl]-2,2-dimethylpropyl}-1H-indole-2-carboxamide). The yield is 62.1%. RXN SMILES: [C:1]([C:3]1[CH:8]=[CH:7][C:6]([C:9]2[CH:10]=[CH:11][C:12]([C:15]([OH:17])=O)=[N:13][CH:14]=2)=[CH:5][CH:4]=1)#[N:2].[C@H:18]12[CH2:24][C@H:21]([NH:22][CH2:23]1)[CH2:20][N:19]2[C:25]([C@@H:27]([NH:32][C:33]([C:35]1[NH:36][C:37]2[C:42]([CH:43]=1)=[CH:41][CH:40]=[CH:39][CH:38]=2)=[O:34])[C:28]([CH3:31])([CH3:30])[CH3:29])=[O:26].C(Cl)CCl.C1C=CC2N(O)N=NC=2C=1.CCN(C(C)C)C(C)C>C(Cl)Cl.O.C([O-])([O-])=O.[Na+].[Na+]>[C:1]([C:3]1[CH:4]=[CH:5][C:6]([C:9]2[CH:10]=[CH:11][C:12]([C:15]([N:22]3[CH2:23][C@@H:18]4[CH2:24][C@H:21]3[CH2:20][N:19]4[C:25]([C@@H:27]([NH:32][C:33]([C:35]3[NH:36][C:37]4[C:42]([CH:43]=3)=[CH:41][CH:40]=[CH:39][CH:38]=4)=[O:34])[C:28]([CH3:29])([CH3:30])[CH3:31])=[O:26])=[O:17])=[N:13][CH:14]=2)=[CH:7][CH:8]=1)#[N:2] |f:7.8.9|. Reported procedure: To a 200 ml flask was added 5-(4-cyanophenyl)-2-pyridinecarboxylic acid (0.76 g, 3.39 mmol), N-{(1S)-1-[(1S,4S)-2,5-diazabicyclo[2.2.1]hept-2-ylcarbonyl]-2,2-dimethylpropyl}-1H-indole-2-carboxamide (1 g, 2.82 mmol), EDC (1.30 g, 6.77 mmol), HOBt (0.52 g, 3.39 mmol), CH2Cl2 (28 ml), DIEA (1.971 ml, 11.29 mmol). The mixture was stirred at room temperature overnight then diluted with CH2Cl2, water and sat. Na2CO3. The two layers were separated and the organic washed with 2N HCl, sat. NaHCO3 and bri... The reactants are C(C)(C)(C)OC(=O)N[C@@H]1[C@@H](CCCC1)NC1=C(C2=C(C(=N1)Cl)C(N(C2)C(=O)OC(C)(C)C)=O)F (tert-butyl 6-((1R,2S)-2-(tert-butoxycarbonylamino)cyclohexylamino)-4-chloro-7-fluoro-3-oxo-1H-pyrrolo[3,4-c]pyridine-2(3H)-carboxylate), FC=1C=C(SC1)B1OC(C(O1)(C)C)(C)C (2-(4-fluorothiophen-2-yl)-4,4,5,5-tetramethyl-1,3,2-dioxaborolane), P(=O)([O-])([O-])[O-].[K+].[K+].[K+] (potassium phosphate). Reagents/catalysts: C=1C=CC(=CC1)[P](C=2C=CC=CC2)(C=3C=CC=CC3)[Pd]([P](C=4C=CC=CC4)(C=5C=CC=CC5)C=6C=CC=CC6)([P](C=7C=CC=CC7)(C=8C=CC=CC8)C=9C=CC=CC9)[P](C=1C=CC=CC1)(C=1C=CC=CC1)C=1C=CC=CC1 (tetrakis(triphenylphosphine)palladium(0)). Solvent: COCCOC (DME), O (water), O (water). Conditions: temperature 85 celsius. Product: C(C)(C)(C)OC(=O)N[C@@H]1[C@@H](CCCC1)NC1=C(C2=C(C(=N1)C=1SC=C(C1)F)C(N(C2)C(=O)OC(C)(C)C)=O)F (tert-butyl 6-(((1R,2S)-2-((tert-butoxycarbonyl)amino)cyclohexyl)amino)-7-fluoro-4-(4-fluorothiophen-2-yl)-3-oxo-1H-pyrrolo[3,4-c]pyridine-2(3H)-carboxylate). RXN SMILES: [C:1]([O:5][C:6]([NH:8][C@H:9]1[CH2:14][CH2:13][CH2:12][CH2:11][C@H:10]1[NH:15][C:16]1[N:21]=[C:20](Cl)[C:19]2[C:23](=[O:33])[N:24]([C:26]([O:28][C:29]([CH3:32])([CH3:31])[CH3:30])=[O:27])[CH2:25][C:18]=2[C:17]=1[F:34])=[O:7])([CH3:4])([CH3:3])[CH3:2].[F:35][C:36]1[CH:37]=[C:38](B2OC(C)(C)C(C)(C)O2)[S:39][CH:40]=1.P([O-])([O-])([O-])=O.[K+].[K+].[K+]>COCCOC.O.C1C=CC([P]([Pd]([P](C2C=CC=CC=2)(C2C=CC=CC=2)C2C=CC=CC=2)([P](C2C=CC=CC=2)(C2C=CC=CC=2)C2C=CC=CC=2)[P](C2C=CC=CC=2)(C2C=CC=CC=2)C2C=CC=CC=2)(C2C=CC=CC=2)C2C=CC=CC=2)=CC=1>[C:1]([O:5][C:6]([NH:8][C@H:9]1[CH2:14][CH2:13][CH2:12][CH2:11][C@H:10]1[NH:15][C:16]1[N:21]=[C:20]([C:38]2[S:39][CH:40]=[C:36]([F:35])[CH:37]=2)[C:19]2[C:23](=[O:33])[N:24]([C:26]([O:28][C:29]([CH3:32])([CH3:31])[CH3:30])=[O:27])[CH2:25][C:18]=2[C:17]=1[F:34])=[O:7])([CH3:4])([CH3:3])[CH3:2] |f:2.3.4.5,^1:68,70,89,108|. Procedure details: To a 30 mL sealed cap glass vessel containing tert-butyl 6-((1R,2S)-2-(tert-butoxycarbonylamino)cyclohexylamino)-4-chloro-7-fluoro-3-oxo-1H-pyrrolo[3,4-c]pyridine-2(3H)-carboxylate (200 mg, 0.401 mmol) and 2-(4-fluorothiophen-2-yl)-4,4,5,5-tetramethyl-1,3,2-dioxaborolane (137 mg, 0.601 mmol) dissolved in DME and water (4:1) was added tetrakis(triphenylphosphine)palladium(0) (105 mg, 0.401 mmol) and potassium phosphate, tribasic (212 mg, 1 mmol). The cap was sealed, and the reaction mixture was h... Starting materials: CN(C)CCCNC(=O)COc1ccc(CCCCNC(=O)OCc2ccccc2)cc1, CO, [H][H]. Reaction SMILES: [CH2:1]([O:2][C:3](=[O:4])[NH:10][CH2:11][CH2:12][CH2:13][CH2:14][c:15]1[cH:16][cH:17][c:18]([O:21][CH2:22][C:23]([NH:24][CH2:25][CH2:26][CH2:27][N:28]([CH3:29])[CH3:30])=[O:31])[cH:19][cH:20]1)[c:5]1[cH:6][cH:7][cH:8][cH:9][cH:32]1.[CH3:35][OH:36].[H:33][H:34]>>[NH2:10][CH2:11][CH2:12][CH2:13][CH2:14][c:15]1[cH:16][cH:17][c:18]([O:21][CH2:22][C:23]([NH:24][CH2:25][CH2:26][CH2:27][N:28]([CH3:29])[CH3:30])=[O:31])[cH:19][cH:20]1. The product is CN(C)CCCNC(=O)COc1ccc(CCCCN)cc1. The product is ClC=1C=C(C=CC1)C(=O)N1CCC(CC1)N1N=C(C(C1=O)(C)C)C1=CC(=C(C=C1)OC)OC (2-{1-[(3-Chlorophenyl)carbonyl]piperidin-4-yl}-5-(3,4-dimethoxyphenyl)-4,4-dimethyl-2,4-dihydro-3H-pyrazol-3-one). RXN SMILES: Cl.[CH3:2][O:3][C:4]1[CH:5]=[C:6]([C:12]2[C:13]([CH3:25])([CH3:24])[C:14](=[O:23])[N:15]([CH:17]3[CH2:22][CH2:21][NH:20][CH2:19][CH2:18]3)[N:16]=2)[CH:7]=[CH:8][C:9]=1[O:10][CH3:11].[Cl:26][C:27]1[CH:28]=[C:29]([CH:33]=[CH:34][CH:35]=1)[C:30](Cl)=[O:31]>>[Cl:26][C:27]1[CH:28]=[C:29]([C:30]([N:20]2[CH2:21][CH2:22][CH:17]([N:15]3[C:14](=[O:23])[C:13]([CH3:25])([CH3:24])[C:12]([C:6]4[CH:7]=[CH:8][C:9]([O:10][CH3:11])=[C:4]([O:3][CH3:2])[CH:5]=4)=[N:16]3)[CH2:18][CH2:19]2)=[O:31])[CH:33]=[CH:34][CH:35]=1 |f:0.1|. Procedure details: The title compound is prepared analogously as described for GP1 using 5-(3,4-dimethoxyphenyl)-4,4-dimethyl-2-(piperidin-4-yl)-2,4-dihydro-3H-pyrazol-3-one hydrochloride (compound B1*HCl) and 3-chlorobenzoyl chloride as starting compounds. The crude product is purified by crystallization from EA to yield the title compound. The reactants are Cl.COC=1C=C(C=CC1OC)C=1C(C(N(N1)C1CCNCC1)=O)(C)C (5-(3,4-dimethoxyphenyl)-4,4-dimethyl-2-(piperidin-4-yl)-2,4-dihydro-3H-pyrazol-3-one hydrochloride), Cl.COC=1C=C(C=CC1OC)C=1C(C(N(N1)C1CCNCC1)=O)(C)C (5-(3,4-dimethoxyphenyl)-4,4-dimethyl-2-(piperidin-4-yl)-2,4-dihydro-3H-pyrazol-3-one hydrochloride), ClC=1C=C(C(=O)Cl)C=CC1 (3-chlorobenzoyl chloride). The reactants are O=C(c1ncc[nH]1)c1ncc[nH]1, CCOC(=O)N1CCC(NCc2ccncc2NC(=O)OC(C)(C)C)CC1, ClCCl, O=C(O)C(F)(F)F. Product: CCOC(=O)N1CCC(N2Cc3ccncc3NC2=O)CC1. RXN SMILES: [C:35]([c:36]1[nH:37][cH:38][cH:39][n:40]1)([c:41]1[nH:42][cH:43][cH:44][n:45]1)=[O:46].[C:8]([CH3:10])([CH3:11])([O:12][C:13](=[O:9])[NH:15][c:16]1[cH:17][n:18][cH:19][cH:20][c:21]1[CH2:22][NH:23][CH:24]1[CH2:25][CH2:26][N:27]([C:30](=[O:31])[O:32][CH2:33][CH3:34])[CH2:28][CH2:29]1)[CH3:14].[Cl:47][CH2:48][Cl:49].[OH:1][C:2]([C:3]([F:4])([F:5])[F:6])=[O:7]>>[O:12]=[C:13]1[NH:15][c:16]2[cH:17][n:18][cH:19][cH:20][c:21]2[CH2:22][N:23]1[CH:24]1[CH2:25][CH2:26][N:27]([C:30](=[O:31])[O:32][CH2:33][CH3:34])[CH2:28][CH2:29]1. Starting materials: ClC1=C(C(=CC=2C(=CCC(C12)(C)C)C(C)C)/C(=C(\CO)/F)/C)OCC ((2E)-3-(4-chloro-3-ethoxy-8-isopropyl-5,5-dimethyl-5,6-dihydronaphthalen-2-yl)-2-fluoro-but-2-en-1-ol), ClCCl (dichloromethane), C[N+]1(CCOCC1)[O-] (4-methylmorpholine N-oxide). The reagents and catalysts are [Ru](=O)(=O)(=O)[O-].C(CC)[N+](CCC)(CCC)CCC (tetrapropylammonium perruthenate). The solvent is C(C)#N (acetonitrile). Yields the product ClC1=C(C(=CC=2C(=CCC(C12)(C)C)C(C)C)/C(=C(\C=O)/F)/C)OCC ((2E)-3-(4-Chloro-3-ethoxy-8-isopropyl-5,5-dimethyl-5,6-dihydronaphthalen-2-yl)-2-fluoro-but-2-enal). RXN SMILES: [Cl:1][C:2]1[C:11]2[C:10]([CH3:13])([CH3:12])[CH2:9][CH:8]=[C:7]([CH:14]([CH3:16])[CH3:15])[C:6]=2[CH:5]=[C:4](/[C:17](/[CH3:22])=[C:18](/[F:21])\[CH2:19][OH:20])[C:3]=1[O:23][CH2:24][CH3:25].C[N+]1([O-])CCOCC1.ClCCl>C(#N)C.[Ru]([O-])(=O)(=O)=O.C([N+](CCC)(CCC)CCC)CC>[Cl:1][C:2]1[C:11]2[C:10]([CH3:13])([CH3:12])[CH2:9][CH:8]=[C:7]([CH:14]([CH3:16])[CH3:15])[C:6]=2[CH:5]=[C:4](/[C:17](/[CH3:22])=[C:18](/[F:21])\[CH:19]=[O:20])[C:3]=1[O:23][CH2:24][CH3:25] |f:4.5|. Procedure details: As described in General Procedure H-1, (2E)-3-(4-chloro-3-ethoxy-8-isopropyl-5,5-dimethyl-5,6-dihydronaphthalen-2-yl)-2-fluoro-but-2-en-1-ol (Compound A-144, 0.18 g, 0.49 mmol), tetrapropylammonium perruthenate (25 mg, 0.071 mmol) and 4-methylmorpholine N-oxide (115 mg, 0.98 mmol) were reacted in acetonitrile and dichloromethane to give the title compound after purification by flash column chromatography (silica gel, 10% ethyl acetate in hexanes). Starting materials: COC=1C=C(C=CC1OCC=1N=C(OC1C)C1=CC=CC=C1)/C=C/C=C/C(=O)OC (methyl (E,E)-5-[3-methoxy-4-(5-methyl-2-phenyl-4-oxazolylmethoxy)phenyl]-2,4-pentadienoate), [H-].C(C(C)C)[Al+]CC(C)C (diisobutylaluminum hydride). Product: COC=1C=C(C=CC1OCC=1N=C(OC1C)C1=CC=CC=C1)/C=C/C=C/CO ((E,E)-5-[3-methoxy-4-(5-methyl-2-phenyl-4-oxazolylmethoxy)phenyl]-2,4-pentadien-1-ol). RXN SMILES: [CH3:1][O:2][C:3]1[CH:4]=[C:5](/[CH:23]=[CH:24]/[CH:25]=[CH:26]/[C:27](OC)=[O:28])[CH:6]=[CH:7][C:8]=1[O:9][CH2:10][C:11]1[N:12]=[C:13]([C:17]2[CH:22]=[CH:21][CH:20]=[CH:19][CH:18]=2)[O:14][C:15]=1[CH3:16].[H-].C([Al+]CC(C)C)C(C)C>>[CH3:1][O:2][C:3]1[CH:4]=[C:5](/[CH:23]=[CH:24]/[CH:25]=[CH:26]/[CH2:27][OH:28])[CH:6]=[CH:7][C:8]=1[O:9][CH2:10][C:11]1[N:12]=[C:13]([C:17]2[CH:22]=[CH:21][CH:20]=[CH:19][CH:18]=2)[O:14][C:15]=1[CH3:16] |f:1.2|. Reported procedure: In substantially the same manner as in Reference Example 24, methyl (E,E)-5-[3-methoxy-4-(5-methyl-2-phenyl-4-oxazolylmethoxy)phenyl]-2,4-pentadienoate was subjected to reduction with diisobutylaluminum hydride to yield (E,E)-5-[3-methoxy-4-(5-methyl-2-phenyl-4-oxazolylmethoxy)phenyl]-2,4-pentadien-1-ol, which was recrystallized from ethyl acetate to give colorless needles, m.p.149-151° C. Starting materials: Cl.NC=1C=C(C#N)C=C(C1)N (3,5-diaminobenzonitrile monohydrochloride), COCC(=O)Cl (methoxyacetyl chloride). Solvent: N1=CC=CC=C1 (pyridine). Conditions: time 2 hour. Reported procedure: To a solution of 3,5-diaminobenzonitrile monohydrochloride (5.1 g) in pyridine (100 ml) is added dropwise methoxyacetyl chloride (6.0 ml) at room temperature. The mixture is stirred at room temperature for 2 hours, and thereafter, pyridine is distilled off under reduced pressure. To the residue is added water and the mixture is extracted with ethyl acetate. The organic layer is washed with water and then with aqueous saturated sodium chloride solution and dried over anhydrous sodium sulfate. Aft... Yields the product COCC(=O)NC=1C=C(C#N)C=C(C1)NC(COC)=O (3,5-bis(methoxyacetylamino)benzonitrile). RXN SMILES: Cl.[NH2:2][C:3]1[CH:4]=[C:5]([CH:8]=[C:9]([NH2:11])[CH:10]=1)[C:6]#[N:7].[CH3:12][O:13][CH2:14][C:15](Cl)=[O:16]>N1C=CC=CC=1>[CH3:12][O:13][CH2:14][C:15]([NH:2][C:3]1[CH:4]=[C:5]([CH:8]=[C:9]([NH:11][C:15](=[O:16])[CH2:14][O:13][CH3:12])[CH:10]=1)[C:6]#[N:7])=[O:16] |f:0.1|. The reactants are FC(C1=CC=C(C=C1)S(=O)(=O)Cl)(F)F (4-(trifluoromethyl)benzenesulfonyl chloride), C[C@@H]1CN(CCN1)C(=O)OC(C)(C)C (1,1-dimethylethyl (3R)-3-methyl-1-piperazinecarboxylate), CCN(C(C)C)C(C)C (DIPEA), resultant mixture, Cl (HCl). The solvent is C(Cl)Cl (DCM), C(Cl)Cl (DCM). Product: C[C@@H]1CN(CCN1S(=O)(=O)C1=CC=C(C=C1)C(F)(F)F)C(=O)OC(C)(C)C (1,1-Dimethylethyl (3R)-3-methyl-4-{[4-(trifluoromethyl)phenyl]sulfonyl}-1-piperazinecarboxylate). The yield is 110.8%. Reaction SMILES: [CH3:1][C@H:2]1[NH:7][CH2:6][CH2:5][N:4]([C:8]([O:10][C:11]([CH3:14])([CH3:13])[CH3:12])=[O:9])[CH2:3]1.CCN(C(C)C)C(C)C.[F:24][C:25]([F:37])([F:36])[C:26]1[CH:31]=[CH:30][C:29]([S:32](Cl)(=[O:34])=[O:33])=[CH:28][CH:27]=1.Cl>C(Cl)Cl>[CH3:1][C@H:2]1[N:7]([S:32]([C:29]2[CH:28]=[CH:27][C:26]([C:25]([F:24])([F:36])[F:37])=[CH:31][CH:30]=2)(=[O:34])=[O:33])[CH2:6][CH2:5][N:4]([C:8]([O:10][C:11]([CH3:13])([CH3:12])[CH3:14])=[O:9])[CH2:3]1. Reported procedure: To a solution of 1,1-dimethylethyl (3R)-3-methyl-1-piperazinecarboxylate (1.5 g, 7.49 mmol, supplier Aldrich) in DCM (30 ml) was added DIPEA (1.962 ml, 11.23 mmol) and then portionwise addition of 4-(trifluoromethyl)benzenesulfonyl chloride (2.2 g, 8.99 mmol) at room temperature. The resultant mixture was stirred under an atmosphere of Ar for 2 hours before addition of 1M HCl solution (75 ml) and DCM (75 ml). The layers were separated and the aqueous layer was then re-extracted with DCM (75 ml),... The reactants are Cl.NO (hydroxylamine hydrochloride), [OH-].[K+] (potassium hydroxide), Cl (HCl), COC=1C=C(C=CC(=O)OC)C=CC1OC (methyl 3,4-dimethoxycinnamate). Run in CO (methanol), CO (methanol). Reaction conditions: temperature 0 celsius, time 2 hour. Yields the product COC=1C=C(C=CC(=O)NO)C=CC1OC (3,4-Dimethoxycinnamohydroxamic acid). The yield is 83.9%. RXN SMILES: Cl.[NH2:2][OH:3].[OH-].[K+].[CH3:6][O:7][C:8]1[CH:9]=[C:10]([CH:17]=[CH:18][C:19]=1[O:20][CH3:21])[CH:11]=[CH:12][C:13](OC)=[O:14].Cl>CO>[CH3:6][O:7][C:8]1[CH:9]=[C:10]([CH:17]=[CH:18][C:19]=1[O:20][CH3:21])[CH:11]=[CH:12][C:13]([NH:2][OH:3])=[O:14] |f:0.1,2.3|. Procedure details: A solution of hydroxylamine hydrochloride (5.09 g, 72 mmol) in methanol (26 ml) was added to a solution of 88% potassium hydroxide (6.99 g, 109 mmol) in methanol (15.3 ml), keeping the temperature below 40° C. The mixture was cooled to 0° C., filtered, and methyl 3,4-dimethoxycinnamate (8.0 g, 36 mmol) was added to the filtrate. After two hours, concentrated HCl (5 ml) was added to the cold solution. The resulting precipitate was filtered, washed with water and ether, and dried in vacuo, to give...